Dataset: the Open Reaction Database (ORD), a public repository of structured organic reaction records. Task: describe an organic reaction: reactants, conditions, products, and yield The reactants are CCOC(=O)CN(CC(O)CO)C(=O)OCc1ccccc1, ClCCl. The product is CCOC(=O)CN(CC=O)C(=O)OCc1ccccc1. Reaction SMILES: [CH2:1]([CH3:2])[O:3][C:4]([CH2:5][N:6]([CH2:7][CH:8]([CH2:9][OH:10])[OH:11])[C:12](=[O:13])[O:14][CH2:15][c:16]1[cH:17][cH:18][cH:19][cH:20][cH:21]1)=[O:22].[Cl:23][CH2:24][Cl:25]>>[CH2:1]([CH3:2])[O:3][C:4]([CH2:5][N:6]([CH2:7][CH:8]=[O:11])[C:12](=[O:13])[O:14][CH2:15][c:16]1[cH:17][cH:18][cH:19][cH:20][cH:21]1)=[O:22]. Starting materials: Cn1c([N+](=O)[O-])cnc1S(C)(=O)=O, CN(C)C=O, [H-], [Na+], Cn1ccnc1S. The product is Cn1ccnc1Sc1ncc([N+](=O)[O-])n1C. Reaction SMILES: [CH3:10][n:11]1[c:12]([S:19]([CH3:20])(=[O:21])=[O:22])[n:13][cH:14][c:15]1[N+:16](=[O:17])[O-:18].[CH3:23][N:24]([CH3:25])[CH:26]=[O:27].[H-:8].[Na+:9].[SH:1][c:2]1[n:3]([CH3:7])[cH:4][cH:5][n:6]1>>[S:1]([c:2]1[n:3]([CH3:7])[cH:4][cH:5][n:6]1)[c:12]1[n:11]([CH3:10])[c:15]([N+:16](=[O:17])[O-:18])[cH:14][n:13]1. The reactants are BrCC(=O)NC[C@H](N)CC1=CNC2=CC=CC=C12 ((1R)-N2 -(bromoacetyl)-1-(1H-indol-3-ylmethyl)-1,2-ethanediamine), C([O-])([O-])=O.[K+].[K+] (potassium carbonate), O (water), ClCCl (dichloromethane). The solvent is CN(C=O)C (dimethylformamide). Conditions: temperature 110 celsius, time 20 minute. The product is N1C=C(C2=CC=CC=C12)C[C@H]1NCC(NC1)=O ((5R)-5-(1H-indol-3-ylmethyl)piperazin-2-one). The yield is 101.3%. As a reaction SMILES: Br[CH2:2][C:3]([NH:5][CH2:6][C@@H:7]([CH2:9][C:10]1[C:18]2[C:13](=[CH:14][CH:15]=[CH:16][CH:17]=2)[NH:12][CH:11]=1)[NH2:8])=[O:4].C(=O)([O-])[O-].[K+].[K+].O.ClCCl>CN(C)C=O>[NH:12]1[C:13]2[C:18](=[CH:17][CH:16]=[CH:15][CH:14]=2)[C:10]([CH2:9][C@@H:7]2[CH2:6][NH:5][C:3](=[O:4])[CH2:2][NH:8]2)=[CH:11]1 |f:1.2.3|. Procedure details: To a solution of (1R)-N2 -(bromoacetyl)-1-(1H-indol-3-ylmethyl)-1,2-ethanediamine (3.30 g) in dimethylformamide (70 ml) was added potassium carbonate (3.30 g) at room temperature. The reaction mixture was stirred at 110° C. for 1 hour and 20 minutes. After cooling to room temperature, water and dichloromethane were added into the mixture, and the organic layer was separated. The aqueous layer was extracted successively with dichloromethane several times and a mixed solvent of ethyl acetate and m... Reactants: OCC1=CC=C(O1)CSCCN1C(C2=CC=CC=C2C1=O)=O (2-[2-[[5-(hydroxymethyl)-2-furanylmethyl]thio]ethyl]-1H-isoindole-1,3(2H)-dione), CN (methylamine). The solvent is C(C)O (ethanol). The product is OCC1=CC=C(O1)CSCCN (2-[[5-(Hydroxymethyl)-2-furanylmethyl]thio]ethanamine). Isolated yield 45.8%. Reaction SMILES: [OH:1][CH2:2][C:3]1[O:7][C:6]([CH2:8][S:9][CH2:10][CH2:11][N:12]2C(=O)C3C(=CC=CC=3)C2=O)=[CH:5][CH:4]=1.CN>C(O)C>[OH:1][CH2:2][C:3]1[O:7][C:6]([CH2:8][S:9][CH2:10][CH2:11][NH2:12])=[CH:5][CH:4]=1. Procedure: A solution of 2-[2-[[5-(hydroxymethyl)-2-furanylmethyl]thio]ethyl]-1H-isoindole-1,3(2H)-dione, (5.0 g) in ethanol (50 ml) was stirred in the presence of methylamine (33% in ethanol) (15 ml) for 15 mins. The residue was subjected to column chromatography (silica/methanol-ethyl acetate 1:1, then methanol) and the appropriate eluates were evaporated. Chloroform (50 ml) was added to the oily product, the solution dried (anhyd. magnesium sulphate) and evaporated yielding the title compound as a pale ...